From a dataset of the Open Reaction Database (ORD), a public repository of structured organic reaction records. describe an organic reaction: reactants, conditions, products, and yield The reactants are NC=1C=NN(C1)C1=CC(=C(C=C1)C1=CC=C(N=N1)N(C1CC(NC(C1)(C)C)(C)C)C)OC (6-(4-(4-amino-1H-pyrazol-1-yl)-2-methoxyphenyl)-N-methyl-N-(2,2,6,6-tetramethylpiperidin-4-yl)pyridazin-3-amine), C(=O)([O-])[O-].[K+].[K+] (K2CO3), C1(=CC=CC=C1)S (thiophenol). Conditions: temperature 190 celsius. Procedure details: As described in GENERAL METHOD 3-1, thiophenol (0.02 mL, 0.23 mmol) was added to a microwave vial containing 6-(4-(4-amino-1H-pyrazol-1-yl)-2-methoxyphenyl)-N-methyl-N-(2,2,6,6-tetramethylpiperidin-4-yl)pyridazin-3-amine (100 mg, 0.23 mmol) and K2CO3 (31.7 mg, 0.23 mmol) and NMP (2 mL). The microwave vial was evacuated and filled with N2 (2×). The reaction mixture was heated in a microwave reactor at 190° C. for 20 min, then filtered through celite (pre-packed filter funnel) with methanol. The f... As a reaction SMILES: C1(S)C=CC=CC=1.[NH2:8][C:9]1[CH:10]=[N:11][N:12]([C:14]2[CH:19]=[CH:18][C:17]([C:20]3[N:25]=[N:24][C:23]([N:26]([CH3:37])[CH:27]4[CH2:32][C:31]([CH3:34])([CH3:33])[NH:30][C:29]([CH3:36])([CH3:35])[CH2:28]4)=[CH:22][CH:21]=3)=[C:16]([O:38]C)[CH:15]=2)[CH:13]=1.C([O-])([O-])=O.[K+].[K+]>CN1C(=O)CCC1>[NH2:8][C:9]1[CH:10]=[N:11][N:12]([C:14]2[CH:19]=[CH:18][C:17]([C:20]3[N:25]=[N:24][C:23]([N:26]([CH3:37])[CH:27]4[CH2:32][C:31]([CH3:33])([CH3:34])[NH:30][C:29]([CH3:36])([CH3:35])[CH2:28]4)=[CH:22][CH:21]=3)=[C:16]([OH:38])[CH:15]=2)[CH:13]=1 |f:2.3.4|. The solvent is CN1CCCC1=O (NMP). Product: NC=1C=NN(C1)C=1C=CC(=C(C1)O)C=1N=NC(=CC1)N(C1CC(NC(C1)(C)C)(C)C)C (5-(4-amino-1H-pyrazol-1-yl)-2-(6-(methyl(2,2,6,6-tetramethylpiperidin-4-yl)amino)pyridazin-3-yl)phenol). Starting materials: CC1=CC(COC(c2ccccc2)(c2ccccc2)c2ccccc2)OC1=O, Cc1ccccc1. Product: CC1=CC(COC(c2ccccc2)(c2ccccc2)c2ccccc2)OC1O. RXN SMILES: [CH3:1][C:2]1=[CH:6][CH:5]([CH2:7][O:8][C:9]([c:10]2[cH:11][cH:12][cH:13][cH:14][cH:15]2)([c:16]2[cH:17][cH:18][cH:19][cH:20][cH:21]2)[c:22]2[cH:23][cH:24][cH:25][cH:26][cH:27]2)[O:4][C:3]1=[O:28].[CH3:29][c:30]1[cH:31][cH:32][cH:33][cH:34][cH:35]1>>[CH3:1][C:2]1=[CH:6][CH:5]([CH2:7][O:8][C:9]([c:10]2[cH:11][cH:12][cH:13][cH:14][cH:15]2)([c:16]2[cH:17][cH:18][cH:19][cH:20][cH:21]2)[c:22]2[cH:23][cH:24][cH:25][cH:26][cH:27]2)[O:4][CH:3]1[OH:28]. The reactants are COc1cc(C#N)ccc1N, ClC(Cl)Cl, O=S(=O)(O)Cl. The product is COc1cc(C#N)ccc1NS(=O)(=O)O. As a reaction SMILES: [C:1](#[N:2])[c:3]1[cH:4][c:5]([O:10][CH3:11])[c:6]([NH2:7])[cH:8][cH:9]1.[CH:17]([Cl:18])([Cl:19])[Cl:20].[Cl:12][S:13](=[O:14])(=[O:15])[OH:16]>>[C:1](#[N:2])[c:3]1[cH:4][c:5]([O:10][CH3:11])[c:6]([NH:7][S:13](=[O:14])(=[O:15])[OH:16])[cH:8][cH:9]1. Starting materials: CCOc1cc(F)c(C)cc1[N+](=O)[O-], CS(=O)(=O)CCN1CCNCC1, CS(C)=O, ClCCl, Cl, [K+], [K+], O=C([O-])[O-]. Product: CCOc1cc(N2CCN(CCS(C)(=O)=O)CC2)c(C)cc1[N+](=O)[O-]. As a reaction SMILES: [CH3:1][c:2]1[c:3]([F:14])[cH:4][c:5]([O:11][CH2:12][CH3:13])[c:6]([N+:8](=[O:9])[O-:10])[cH:7]1.[CH3:22][S:23](=[O:24])(=[O:25])[CH2:26][CH2:27][N:28]1[CH2:29][CH2:30][NH:31][CH2:32][CH2:33]1.[CH3:34][S:35]([CH3:36])=[O:37].[Cl:38][CH2:39][Cl:40].[ClH:21].[K+:15].[K+:16].[O-:17][C:18]([O-:19])=[O:20]>>[CH3:1][c:2]1[c:3]([N:31]2[CH2:30][CH2:29][N:28]([CH2:27][CH2:26][S:23]([CH3:22])(=[O:24])=[O:25])[CH2:33][CH2:32]2)[cH:4][c:5]([O:11][CH2:12][CH3:13])[c:6]([N+:8](=[O:9])[O-:10])[cH:7]1. Yields the product C(C)(C)C1=NC2=C(C(NC=C2)=O)N1CC1=CC2=CC(=CC=C2C=C1)C1=NOC(=N1)C (2-isopropyl-3-[7-(5-methyl[1,2,4]oxadiazol-3-yl)naphth-2-ylmethyl]-5H-imidazo[4,5-c]pyridin-4-one). Reactants: ClC1=NC=CC2=C1NC(=N2)C(C)C (4-chloro-2-isopropyl-3H-imidazo[4,5-c]pyridine), C([O-])([O-])=O.[K+].[K+] (potassium carbonate), BrCC1=CC=C2C=CC(=CC2=C1)C1=NOC(=N1)C (3-(7-bromomethylnaphthalen-2-yl)-5-methyl[1,2,4]oxadiazole). As a reaction SMILES: Cl[C:2]1[C:7]2[NH:8][C:9]([CH:11]([CH3:13])[CH3:12])=[N:10][C:6]=2[CH:5]=[CH:4][N:3]=1.C(=O)([O-])[O-:15].[K+].[K+].Br[CH2:21][C:22]1[CH:31]=[C:30]2[C:25]([CH:26]=[CH:27][C:28]([C:32]3[N:36]=[C:35]([CH3:37])[O:34][N:33]=3)=[CH:29]2)=[CH:24][CH:23]=1>CN(C=O)C>[CH:11]([C:9]1[N:8]([CH2:21][C:22]2[CH:23]=[CH:24][C:25]3[C:30](=[CH:29][C:28]([C:32]4[N:36]=[C:35]([CH3:37])[O:34][N:33]=4)=[CH:27][CH:26]=3)[CH:31]=2)[C:7]2[C:2](=[O:15])[NH:3][CH:4]=[CH:5][C:6]=2[N:10]=1)([CH3:13])[CH3:12] |f:1.2.3|. Procedure details: A mixture of “AB” and 4-chloro-2-isopropyl-3H-imidazo[4,5-c]pyridine is found in the mother liquor. A solution of 0.877 g of “AB” and 0.691 g of potassium carbonate in 30 ml of DMF is stirred at room temperature for 30 minutes. 1.5 g of 3-(7-bromomethylnaphthalen-2-yl)-5-methyl[1,2,4]oxadiazole (m.p. 149-150°) are added and the mixture is stirred for 16 hours and worked up in the customary manner. After chromatography on silica gel, in addition to the two regioisomeric dialkylation products, the... Reaction conditions: time 16 hour. Run in CN(C)C=O (DMF).